Dataset: the Open Reaction Database (ORD), a public repository of structured organic reaction records. Task: describe an organic reaction: reactants, conditions, products, and yield Reactants: C1(=CCCCC1)C1=CC2=C(S1)C=C(C=C2)OC (2-Cyclohex-1-enyl-6-methoxy-benzo[b]thiophene). The reagents and catalysts are [Pd] (Palladium on Carbon). The solvent is C(C)(=O)OCC (ethyl acetate). Yields the product C1(CCCCC1)C1=CC2=C(S1)C=C(C=C2)OC (2-Cyclohexyl-6-methoxy-benzo[b]thiophene). Isolated yield 78.9%. RXN SMILES: [C:1]1([C:7]2[S:11][C:10]3[CH:12]=[C:13]([O:16][CH3:17])[CH:14]=[CH:15][C:9]=3[CH:8]=2)[CH2:6][CH2:5][CH2:4][CH2:3][CH:2]=1>[Pd].C(OCC)(=O)C>[CH:1]1([C:7]2[S:11][C:10]3[CH:12]=[C:13]([O:16][CH3:17])[CH:14]=[CH:15][C:9]=3[CH:8]=2)[CH2:2][CH2:3][CH2:4][CH2:5][CH2:6]1. Procedure: The product from Example 19, Step 1 (264 mg) and 10% Palladium on Carbon (60 mg) in 30 mL of ethyl acetate was added to a Parr shaker flask and hydrogenated at 50 psi for 16 hrs. at room temperature. The mixture was filtered over celite and concentrated. The crude product was chromatographed on silica gel using Hexanes as the eluant to give 210 mg of the title compound. Reactants: CC(C)([O-])C.[Na+] (sodium tert-butoxide), [H-].[Na+] (sodium hydride), C(CCC)N1C(C=CC1=O)=O (N-n-butylmaleimide), C(C)(C)(C)C1=C(C(=CC=C1)C(C)(C)C)O (2,6-di-tert-butylphenol). Run in C(C)(C)(C)O (tert-butyl alcohol), C(C)(C)(C)O (tert-butyl alcohol), O (water), C(C)(=O)O (acetic acid), C(C)(C)(C)O (tert-butyl alcohol). Run at time 150 minute. Yields the product C(C)(C)(C)C=1C=C(C=C(C1O)C(C)(C)C)C1C(N(C(C1)=O)CCCC)=O (3-(3,5-di-tert-butyl-4-hydroxyphenyl)-1-n-butyl-pyrrolidine-2,5-dione). Yield: 11.8%. Reaction SMILES: CC(C)([O-])C.[Na+].[H-].[Na+].[C:9]([C:13]1[CH:18]=[CH:17][CH:16]=[C:15]([C:19]([CH3:22])([CH3:21])[CH3:20])[C:14]=1[OH:23])([CH3:12])([CH3:11])[CH3:10].[CH2:24]([N:28]1[C:32](=[O:33])[CH:31]=[CH:30][C:29]1=[O:34])[CH2:25][CH2:26][CH3:27]>C(O)(C)(C)C.O.C(O)(=O)C>[C:19]([C:15]1[CH:16]=[C:17]([CH:31]2[CH2:30][C:29](=[O:34])[N:28]([CH2:24][CH2:25][CH2:26][CH3:27])[C:32]2=[O:33])[CH:18]=[C:13]([C:9]([CH3:12])([CH3:11])[CH3:10])[C:14]=1[OH:23])([CH3:22])([CH3:21])[CH3:20] |f:0.1,2.3|. Reported procedure: To a solution of sodium tert-butoxide prepared from 2.40 g (0.1 mol) of sodium hydride and 135 ml of tert-butyl alcohol is added dropwise a solution of 20.63 g (0.1 mol) of 2,6-di-tert-butylphenol in 100 ml of tert-butyl alcohol. The reaction mixture is stirred at room temperature for 150 minutes and then to the resultant green solution is added dropwise over 120 minutes a solution of 15.31 g (0.1 mol.) of N-n-butylmaleimide in 50 ml of tert-butyl alcohol. The reaction mixture is stirred at room... Starting materials: C(C1=CC=CC=C1)OCCCCNC=1C=C(CNC2=NC3=C(N2[C@H]2[C@H](O)[C@H](O)[C@H](O2)CO)C=CC=C3)C=CC1 (2-[3-(4-Benzyloxybutylamino)benzylamino]-1-(β-D-ribofuranosyl)-1H-benzimidazole). Reagents/catalysts: [C].[Pd] (palladium-carbon). Solvent: C(C)O (ethanol). Reaction conditions: temperature 60 celsius, time 24 hour. Product: OCCCCNC=1C=C(CNC2=NC3=C(N2[C@H]2[C@H](O)[C@H](O)[C@H](O2)CO)C=CC=C3)C=CC1 (2-[3-(4-Hydroxybutylamino)benzylamino]-1-(β-D-ribofuranosyl)-1H-benzimidazole). The yield is 60.2%. As a reaction SMILES: C([O:8][CH2:9][CH2:10][CH2:11][CH2:12][NH:13][C:14]1[CH:15]=[C:16]([CH:37]=[CH:38][CH:39]=1)[CH2:17][NH:18][C:19]1[N:23]([C@@H:24]2[O:30][C@H:29]([CH2:31][OH:32])[C@@H:27]([OH:28])[C@H:25]2[OH:26])[C:22]2[CH:33]=[CH:34][CH:35]=[CH:36][C:21]=2[N:20]=1)C1C=CC=CC=1>C(O)C.[C].[Pd]>[OH:8][CH2:9][CH2:10][CH2:11][CH2:12][NH:13][C:14]1[CH:15]=[C:16]([CH:37]=[CH:38][CH:39]=1)[CH2:17][NH:18][C:19]1[N:23]([C@@H:24]2[O:30][C@H:29]([CH2:31][OH:32])[C@@H:27]([OH:28])[C@H:25]2[OH:26])[C:22]2[CH:33]=[CH:34][CH:35]=[CH:36][C:21]=2[N:20]=1 |f:2.3|. Procedure: 2-[3-(4-Benzyloxybutylamino)benzylamino]-1-(β-D-ribofuranosyl)-1H-benzimidazole (44 mg) was dissolved in ethanol (5 mL). To the solution was added a catalytic amount of 10% palladium-carbon powder, and the mixture was stirred at 60° C. under a hydrogen atmosphere for 24 hour. The insoluble material was removed by filtration, and the solvent of the filtrate was removed under reduced pressure to give the title compound (22 mg). Starting materials: NC=1C=C(C=CC1)CCC=1C(=CC(=C(C1)NC(OC(C)(C)C)=O)C)N1CCOCC1 (tert-Butyl {5-[2-(3-aminophenyl)ethyl]-2-methyl-4-morpholin-4-ylphenyl}carbamate), C([O-])([O-])=O.[K+].[K+] (potassium carbonate), ClC1=NC=C(C(=N1)Cl)Cl (2,4,5-trichloropyrimidine). The solvent is C([O-])(O)=O.[Na+] (sodium bicarbonate), CN(C=O)C (N,N-dimethylformamide). Reaction conditions: time 16 hour. The product is ClC1=NC=C(C(=N1)NC=1C=C(C=CC1)CCC=1C(=CC(=C(C1)NC(OC(C)(C)C)=O)C)N1CCOCC1)Cl (tert-Butyl [5-(2-{3-[(2,5-dichloropyrimidin-4-yl)amino]phenyl}ethyl)-2-methyl-4-morpholin-4-ylphenyl]carbamate). Yield: 26.9%. Reaction SMILES: [NH2:1][C:2]1[CH:3]=[C:4]([CH2:8][CH2:9][C:10]2[C:11]([N:25]3[CH2:30][CH2:29][O:28][CH2:27][CH2:26]3)=[CH:12][C:13]([CH3:24])=[C:14]([NH:16][C:17](=[O:23])[O:18][C:19]([CH3:22])([CH3:21])[CH3:20])[CH:15]=2)[CH:5]=[CH:6][CH:7]=1.C(=O)([O-])[O-].[K+].[K+].[Cl:37][C:38]1[N:43]=[C:42](Cl)[C:41]([Cl:45])=[CH:40][N:39]=1>CN(C)C=O.C(=O)(O)[O-].[Na+]>[Cl:37][C:38]1[N:43]=[C:42]([NH:1][C:2]2[CH:3]=[C:4]([CH2:8][CH2:9][C:10]3[C:11]([N:25]4[CH2:26][CH2:27][O:28][CH2:29][CH2:30]4)=[CH:12][C:13]([CH3:24])=[C:14]([NH:16][C:17](=[O:23])[O:18][C:19]([CH3:20])([CH3:21])[CH3:22])[CH:15]=3)[CH:5]=[CH:6][CH:7]=2)[C:41]([Cl:45])=[CH:40][N:39]=1 |f:1.2.3,6.7|. Reported procedure: tert-Butyl {5-[2-(3-aminophenyl)ethyl]-2-methyl-4-morpholin-4-ylphenyl}carbamate (31 mg, 0.08 mmol) and potassium carbonate (16 mg, 0.11 mmol) were stirred in N,N-dimethylformamide (1 mL) and 2,4,5-trichloropyrimidine (9 μL, 0.08 mmol) was added. The mixture was stirred for 16 hours (or 16 h) and diluted with saturated sodium bicarbonate solution. The mixture was extracted with ethyl acetate and evaporated to give the desired compound (12 mg, 14%). LCMS for C28H34NCl2N3O3 (M+H)+: m/z=558.1.